Dataset: the Open Reaction Database (ORD), a public repository of structured organic reaction records. Task: describe an organic reaction: reactants, conditions, products, and yield The reactants are BrCCF (1-bromo-2-fluoroethane), [I-].[Na+] (sodium iodide), C([O-])(O)=O.[Na+] (sodium bicarbonate), C(N)(=O)[C@H]1NC[C@H](C1)SCC1=CC=C(C=C1)OC ((2S, 4S)-2-carbamoyl-4-(4-methoxybenzylthio)pyrrolidine), C([O-])(O)=O.[Na+] (sodium bicarbonate). Solvent: CN(C=O)C (dimethylformamide). Reaction conditions: time 20 minute. The product is C(N)(=O)[C@H]1N(C[C@H](C1)SCC1=CC=C(C=C1)OC)CCF ((2S, 4S)-2-Carbamoyl-4-(4-methoxybenzylthio)-1-(2-fluoroethyl)pyrrolidine). Reaction SMILES: Br[CH2:2][CH2:3][F:4].[I-].[Na+].C(=O)(O)[O-].[Na+].[C:12]([C@@H:15]1[CH2:19][C@H:18]([S:20][CH2:21][C:22]2[CH:27]=[CH:26][C:25]([O:28][CH3:29])=[CH:24][CH:23]=2)[CH2:17][NH:16]1)(=[O:14])[NH2:13]>CN(C)C=O>[C:12]([C@@H:15]1[CH2:19][C@H:18]([S:20][CH2:21][C:22]2[CH:23]=[CH:24][C:25]([O:28][CH3:29])=[CH:26][CH:27]=2)[CH2:17][N:16]1[CH2:2][CH2:3][F:4])(=[O:14])[NH2:13] |f:1.2,3.4|. Procedure details: 0.4 ml of 1-bromo-2-fluoroethane, 3.83 g of sodium iodide and 0.38 g of sodium bicarbonate were added to a solution of 1.2 g of (2S, 4S)-2-carbamoyl-4-(4-methoxybenzylthio)pyrrolidine dissolved in 12 ml of dry dimethylformamide, whilst ice-cooling, and the mixture was stirred at room temperature for 20 minutes and then at 40° C. for 20 hours. At the end of this time, the reaction mixture was poured into a saturated aqueous solution of sodium bicarbonate and extracted with ethyl acetate. The extr... Starting materials: ClC1=NC(=NC(=C1SC)N1CCOCC1)C1=CC=C(C=C1)O (4-(4-chloro-5-methylsulfanyl-6-morpholin-4-yl-pyrimidin-2-yl)-phenol), ClCCN=C=O (1-chloro-2-isocyanato-ethane), C1(=CC=CC=C1)C (toluene). Solvent: C(Cl)Cl (CH2Cl2). Reaction conditions: temperature 80 celsius, time 16 hour. Yields the product ClC1=NC(=NC(=C1SC)N1CCOCC1)C1=CC=C(C=C1)OC(NCCCl)=O ((2-Chloro-ethyl)-carbamic acid 4-(4-chloro-5-methylsulfanyl-6-morpholin-4-yl-pyrimidin-2-yl)-phenyl ester). As a reaction SMILES: [Cl:1][C:2]1[C:7]([S:8][CH3:9])=[C:6]([N:10]2[CH2:15][CH2:14][O:13][CH2:12][CH2:11]2)[N:5]=[C:4]([C:16]2[CH:21]=[CH:20][C:19]([OH:22])=[CH:18][CH:17]=2)[N:3]=1.[Cl:23][CH2:24][CH2:25][N:26]=[C:27]=[O:28].C1(C)C=CC=CC=1>C(Cl)Cl>[Cl:1][C:2]1[C:7]([S:8][CH3:9])=[C:6]([N:10]2[CH2:15][CH2:14][O:13][CH2:12][CH2:11]2)[N:5]=[C:4]([C:16]2[CH:21]=[CH:20][C:19]([O:22][C:27](=[O:28])[NH:26][CH2:25][CH2:24][Cl:23])=[CH:18][CH:17]=2)[N:3]=1. Reported procedure: A mixture of 4-(4-chloro-5-methylsulfanyl-6-morpholin-4-yl-pyrimidin-2-yl)-phenol (80.0 mg, 0.236 mmol), 1-chloro-2-isocyanato-ethane (43.1 mg, 0.354 mmol, eq=1.5), toluene and CH2Cl2 was added to the reaction vessel and flushed with argon. The reaction mixture was stirred at 80° C. for 16 hrs and then dried, and the solvent was evaporated. The reaction mixture was partitioned between EA and water, the organic layer was washed with brine, dried over MgSO4, filtered and evaporated in vacuo. The r... Reactants: N1=CC(=CC=C1)OC#CC1=CC=CC=C1 (4-(pyridine-3-yloxy)ethynylbenzene), N1=CC(=CC=C1)OC1=CC(=C(C=O)C=C1)OC (4-(pyridine-3-yloxy)-2-methoxybenzaldehyde). Product: C(#C)C1=C(C=C(OC=2C=NC=CC2)C=C1)OC (3-(4-ethynyl-3-methoxyphenoxy)pyridine). Reaction SMILES: N1C=CC=C(OC#CC2C=CC=CC=2)[CH:2]=1.[N:16]1[CH:21]=[CH:20][CH:19]=[C:18]([O:22][C:23]2[CH:30]=[CH:29][C:26]([CH:27]=O)=[C:25]([O:31][CH3:32])[CH:24]=2)[CH:17]=1>>[C:27]([C:26]1[CH:29]=[CH:30][C:23]([O:22][C:18]2[CH:17]=[N:16][CH:21]=[CH:20][CH:19]=2)=[CH:24][C:25]=1[O:31][CH3:32])#[CH:2]. Procedure: 3-(4-ethynyl-3-methoxyphenoxy)pyridine was prepared as for 4-(pyridine-3-yloxy)ethynylbenzene, using 4-(pyridine-3-yloxy)-2-methoxybenzaldehyde. Reactants: C1CCOC1, COCCOc1cc2ncnc(Oc3cccc(N)c3)c2cc1OC, CN(C)c1ccncc1, CCN(C(C)C)C(C)C, O=C(Nc1cc(-c2ccccc2)on1)Oc1ccccc1. Yields the product COCCOc1cc2ncnc(Oc3cccc(NC(=O)Nc4cc(-c5ccccc5)on4)c3)c2cc1OC. Reaction SMILES: [CH2:56]1[O:57][CH2:58][CH2:59][CH2:60]1.[CH3:1][O:2][c:3]1[cH:4][c:5]2[c:6]([O:18][c:19]3[cH:20][c:21]([NH2:22])[cH:23][cH:24][cH:25]3)[n:7][cH:8][n:9][c:10]2[cH:11][c:12]1[O:13][CH2:14][CH2:15][O:16][CH3:17].[CH3:61][N:62]([CH3:63])[c:64]1[cH:65][cH:66][n:67][cH:68][cH:69]1.[CH:26]([N:27]([CH2:28][CH3:29])[CH:30]([CH3:31])[CH3:32])([CH3:33])[CH3:34].[c:35]1(-[c:41]2[cH:42][c:43]([NH:46][C:47]([O:48][c:50]3[cH:51][cH:52][cH:53][cH:54][cH:55]3)=[O:49])[n:44][o:45]2)[cH:36][cH:37][cH:38][cH:39][cH:40]1>>[CH3:1][O:2][c:3]1[cH:4][c:5]2[c:6]([O:18][c:19]3[cH:20][c:21]([NH:22][C:47]([NH:46][c:43]4[cH:42][c:41](-[c:35]5[cH:36][cH:37][cH:38][cH:39][cH:40]5)[o:45][n:44]4)=[O:48])[cH:23][cH:24][cH:25]3)[n:7][cH:8][n:9][c:10]2[cH:11][c:12]1[O:13][CH2:14][CH2:15][O:16][CH3:17]. Reaction SMILES: [F:1][CH:2]([F:19])[CH2:3][O:4][C:5]1[CH:15]=[C:14]([NH:16][CH3:17])[C:13]([NH2:18])=[CH:12][C:6]=1[C:7]([O:9][CH2:10][CH3:11])=[O:8].[Cl:20][C:21]1[CH:34]=[CH:33][C:24]([CH2:25][NH:26][C:27](=[O:32])[C:28]([CH3:31])([CH3:30])[CH3:29])=[CH:23][C:22]=1[N:35]=[C:36]=S.CC(C)N=C=NC(C)C>CN(C=O)C>[Cl:20][C:21]1[CH:34]=[CH:33][C:24]([CH2:25][NH:26][C:27]([C:28]([CH3:31])([CH3:30])[CH3:29])=[O:32])=[CH:23][C:22]=1[NH:35][C:36]1[N:16]([CH3:17])[C:14]2[CH:15]=[C:5]([O:4][CH2:3][CH:2]([F:1])[F:19])[C:6]([C:7]([O:9][CH2:10][CH3:11])=[O:8])=[CH:12][C:13]=2[N:18]=1. Run in CN(C)C=O (DMF). Product: ClC1=C(C=C(C=C1)CNC(=O)C(C)(C)C)NC1=NC2=C(N1C)C=C(C(=C2)C(=O)OCC)OCC(F)F (Ethyl 2-(2-chloro-5-{[(tert.butylcarbonyl)amino]methyl}phenylamino)-6-(2,2-difluoroethoxy)-1-methyl-1H-benzo[d]imidazole-5-carboxylate). Reported procedure: The sub-title compound was prepared from ethyl 2-(2,2-difluoroethoxy)-4-methylamino-5-amino-benzoate and N-(4-chloro-3-isothiocyanatobenzyl)-2,2-dimethylpropionamide with DIC in DMF at r.t. in analogy to example 72a. The crude material was directly used in the next step. The reactants are FC(COC1=C(C(=O)OCC)C=C(C(=C1)NC)N)F (ethyl 2-(2,2-difluoroethoxy)-4-methylamino-5-amino-benzoate), ClC1=C(C=C(CNC(C(C)(C)C)=O)C=C1)N=C=S (N-(4-chloro-3-isothiocyanatobenzyl)-2,2-dimethylpropionamide), CC(N=C=NC(C)C)C (DIC), crude material.